From a dataset of the Open Reaction Database (ORD), a public repository of structured organic reaction records. describe an organic reaction: reactants, conditions, products, and yield Reactants: I(=O)(=O)(=O)[O-].[Na+] (sodium periodate), C(CCCCC)(=O)N1CC(C(CC1)(C1=CC(=CC=C1)C=C)C)C (1-hexanoyl-3,4-dimethyl-4-(3-vinylphenyl)piperidine), O (water), C[N+]1(CCOCC1)[O-] (4-methylmorpholine N-oxide). The reagents and catalysts are [Os](=O)(=O)(=O)=O (osmium tetroxide). Solvent: CC(=O)C (acetone). Reaction conditions: time 1 hour. Yields the product C(CCCCC)(=O)N1CC(C(CC1)(C1=CC(=CC=C1)C=O)C)C (1-Hexanoyl-3,4-dimethyl-4-(3-formylphenyl)piperidine), oil. Reaction SMILES: [C:1]([N:8]1[CH2:13][CH2:12][C:11]([CH3:22])([C:14]2[CH:19]=[CH:18][CH:17]=[C:16]([CH:20]=C)[CH:15]=2)[CH:10]([CH3:23])[CH2:9]1)(=[O:7])[CH2:2][CH2:3][CH2:4][CH2:5][CH3:6].O.C[N+]1([O-])CC[O:29]CC1.I([O-])(=O)(=O)=O.[Na+]>CC(C)=O.[Os](=O)(=O)(=O)=O>[C:1]([N:8]1[CH2:13][CH2:12][C:11]([CH3:22])([C:14]2[CH:19]=[CH:18][CH:17]=[C:16]([CH:20]=[O:29])[CH:15]=2)[CH:10]([CH3:23])[CH2:9]1)(=[O:7])[CH2:2][CH2:3][CH2:4][CH2:5][CH3:6] |f:3.4|. Reported procedure: To a solution of 1-hexanoyl-3,4-dimethyl-4-(3-vinylphenyl)piperidine (Preparation 8, 2.4 g, 7.67 mmol) in acetone (20 mL) at room temperature was added water (5 mL), 4-methylmorpholine N-oxide (1.1 g, 9.20 mmol) and finally osmium tetroxide (3.83 mL, 2.5 wt % solution in tert-butanol). The yellow solution was stirred at room temperature for 1 hour and then sodium periodate (4.92 g, 23.0 mmol) was added in one portion. After stirring the reaction for 3 hours a heavy precipitate had developed and ...